Dataset: the Open Reaction Database (ORD), a public repository of structured organic reaction records. Task: describe an organic reaction: reactants, conditions, products, and yield Starting materials: CCCCCCCCCCCCCCOCC1CO1, CCO, NCCCO, O. Yields the product CCCCCCCCCCCCCCOCC(O)CNCCCO. As a reaction SMILES: [CH2:9]([CH:10]1[CH2:11][O:12]1)[O:13][CH2:14][CH2:15][CH2:16][CH2:17][CH2:18][CH2:19][CH2:20][CH2:21][CH2:22][CH2:23][CH2:24][CH2:25][CH2:26][CH3:27].[CH3:6][CH2:7][OH:8].[NH2:1][CH2:2][CH2:3][CH2:4][OH:5].[OH2:28]>>[NH:1]([CH2:2][CH2:3][CH2:4][OH:5])[CH2:11][CH:10]([CH2:9][O:13][CH2:14][CH2:15][CH2:16][CH2:17][CH2:18][CH2:19][CH2:20][CH2:21][CH2:22][CH2:23][CH2:24][CH2:25][CH2:26][CH3:27])[OH:12]. As a reaction SMILES: [CH3:32][C:33](=[O:34])[O-:35].[CH3:36][C:37]([O:38][C:39]([CH3:40])=[O:41])=[O:42].[CH3:48][CH2:49][OH:50].[ClH:28].[F:1][c:2]1[cH:3][cH:4][cH:5][c:6]2[c:7]1-[n:8]1[c:9]([cH:10][cH:11][c:12]1[CH:13]=[O:14])[C:15]1([CH2:16][CH2:17][N:18]([C:21]([C:22]([F:23])([F:24])[F:25])=[O:26])[CH2:19][CH2:20]1)[O:27]2.[NH2:29][OH:30].[Na+:31].[Na+:47].[O-:43][C:44]([OH:45])=[O:46].[OH2:51]>>[F:1][c:2]1[cH:3][cH:4][cH:5][c:6]2[c:7]1-[n:8]1[c:9]([cH:10][cH:11][c:12]1[C:13]#[N:29])[C:15]1([CH2:16][CH2:17][N:18]([C:21]([C:22]([F:23])([F:24])[F:25])=[O:26])[CH2:19][CH2:20]1)[O:27]2. The product is N#Cc1ccc2n1-c1c(F)cccc1OC21CCN(C(=O)C(F)(F)F)CC1. Reactants: CC(=O)[O-], CC(=O)OC(C)=O, CCO, Cl, O=Cc1ccc2n1-c1c(F)cccc1OC21CCN(C(=O)C(F)(F)F)CC1, NO, [Na+], [Na+], O=C([O-])O, O. As a reaction SMILES: [CH2:5]([CH3:6])[O:7][C:8](=[O:9])[C:10]1([N:30]=[N+:31]=[N-:32])[CH:11]2[C:12]([C:24](=[O:25])[O:26][CH2:27][CH3:28])([F:29])[CH:13]2[CH2:14][CH:15]1[O:16][S:17]([C:18]([F:19])([F:20])[F:21])(=[O:22])=[O:23].[CH3:34][N:35]([CH3:36])[CH:37]=[O:38].[K+:4].[N:1]([O-:2])=[O:3].[OH2:33]>>[CH2:5]([CH3:6])[O:7][C:8](=[O:9])[C:10]1([N:30]=[N+:31]=[N-:32])[CH:11]2[C:12]([C:24](=[O:25])[O:26][CH2:27][CH3:28])([F:29])[CH:13]2[CH2:14][CH:15]1[OH:16]. Starting materials: CCOC(=O)C1(F)C2CC(OS(=O)(=O)C(F)(F)F)C(N=[N+]=[N-])(C(=O)OCC)C21, CN(C)C=O, [K+], O=N[O-], O. Product: CCOC(=O)C1(F)C2CC(O)C(N=[N+]=[N-])(C(=O)OCC)C21. Reactants: Cl (HCl), solution, C(C1=CC=CC=C1)OC=1C(N(C(=CC1C(=O)OCC)C)CC(=O)OC(C)(C)C)=O (3-Benzyloxy-4-ethoxycarbonyl-6-methyl-1-tert-butyloxycarbonylmethyl-2-pyridinone), C1CCOC1 (THF), [Li+].[OH-] (LiOH), solution. Run in O (H2O). Conditions: time 18 hour. Yields the product C(C1=CC=CC=C1)OC=1C(N(C(=CC1C(=O)O)C)CC(=O)OC(C)(C)C)=O (3-Benzyloxy-4-carboxy-6-methyl-1-tert-butyloxycarbonylmethyl-2-pyridinone). As a reaction SMILES: [CH2:1]([O:8][C:9]1[C:10](=[O:29])[N:11]([CH2:21][C:22]([O:24][C:25]([CH3:28])([CH3:27])[CH3:26])=[O:23])[C:12]([CH3:20])=[CH:13][C:14]=1[C:15]([O:17]CC)=[O:16])[C:2]1[CH:7]=[CH:6][CH:5]=[CH:4][CH:3]=1.C1COCC1.[Li+].[OH-].Cl>O>[CH2:1]([O:8][C:9]1[C:10](=[O:29])[N:11]([CH2:21][C:22]([O:24][C:25]([CH3:28])([CH3:27])[CH3:26])=[O:23])[C:12]([CH3:20])=[CH:13][C:14]=1[C:15]([OH:17])=[O:16])[C:2]1[CH:7]=[CH:6][CH:5]=[CH:4][CH:3]=1 |f:2.3|. Procedure: To a solution of 3-benzyloxy-4-ethoxycarbonyl-6-methyl-1-tert-butyloxycarbonylmethyl-2-pyridinone from step 2 above (1.1 g, 2.8 mmol) in 1:1 THF:H2O (20 mL) was added aqueous LiOH (3.0 mL of a 1.1 N solution, 3.3 mmol) and the resulting solution was stirred at ambient temperature for 18 h. Aqueous HCl was added (3 mL of a 1 N solution, 3 mmol) and the solvents were removed in vacuo. The residue was partitioned between water and EtOAc. The organic layer was separated and the aqueous layer was ext... Reactants: C[Si](C(C)=O)(C)C (1-Trimethylsilanyl-ethanone), C1CCC2=NCCCN2CC1 (DBU), C1(=CC=CC=C1)C=CC(=O)C1=CC=CC=C1 (chalcone), CC(C)O (2-propanol). The reagents and catalysts are [Br-].C(C)[N+]1=CSC(=C1C)CCO (3-ethyl-5-(2-hydroxyethyl)-4-methylthiazolium bromide). The solvent is C1CCOC1 (THF). Conditions: temperature 70 celsius, time 24 hour. Product: C1(=CC=CC=C1)C(CC(C(C)=O)C1=CC=CC=C1)=O (1,3-Diphenyl-pentane-1,4-dione). As a reaction SMILES: C[Si](C)(C)[C:3](=[O:5])[CH3:4].C1CCN2C(=NCCC2)CC1.[C:19]1([CH:25]=[CH:26][C:27]([C:29]2[CH:34]=[CH:33][CH:32]=[CH:31][CH:30]=2)=[O:28])[CH:24]=[CH:23][CH:22]=[CH:21][CH:20]=1.CC(O)C>[Br-].C([N+]1C(C)=C(CCO)SC=1)C.C1COCC1>[C:29]1([C:27](=[O:28])[CH2:26][CH:25]([C:19]2[CH:20]=[CH:21][CH:22]=[CH:23][CH:24]=2)[C:3](=[O:5])[CH3:4])[CH:34]=[CH:33][CH:32]=[CH:31][CH:30]=1 |f:4.5|. Procedure: 1-Trimethylsilanyl-ethanone (1.15 mL; 8.02 mmol) followed by DBU (0.18 mL; 1.2 mmol) were added to a suspension of 3-ethyl-5-(2-hydroxyethyl)-4-methylthiazolium bromide (304 mg; 1.21 mmol) in dry THF (5 mL). The mixture was heated at 70° C. for 4 min, cooled near rt, then chalcone (833 mg; 4.00 mmol) and 2-propanol (1.22 mL; 15.9 mmol) were added. The reaction was degassed and reacted under nitrogen at 70° C. After 24 h, the reaction was concentrated on a rotary evaporator. Ethyl acetate (25 mL)... RXN SMILES: O1[C:5]2=[N:6][CH:7]=[CH:8][C:9]([NH:10][C:11](=[O:21])[CH2:12][NH:13]C(=O)OC(C)(C)C)=[C:4]2C=C1.[ClH:22].[O:23]1CCO[CH2:25][CH2:24]1>C(O)C>[ClH:22].[NH2:13][CH2:12][C:11]([NH:10][C:9]1[CH:8]=[CH:7][N:6]=[C:5]2[CH:25]=[CH:24][O:23][C:4]=12)=[O:21] |f:4.5|. Procedure: Tert-Butyl 2-(furo[2,3-b]pyridin-4-ylamino)-2-oxoethylcarbamate (350 mg, 1.2 mmol) was placed in ethanol (96%) (3.0 ml) and hydrogen chloride in dioxane (5.0 ml, 20.00 mmol) was added after which the resulting mixture was stirred at room temperature over night. The solids were filtered off, washed subsequently with EtOH and diethylether and dried in a stream of air. 230 mg of a white powder was obtained (1.01 mmol, 84%). MS (ESI) m/z=191.9 [M+1]+. The product is Cl.NCC(=O)NC1=C2C(=NC=C1)C=CO2 (2-Amino-N-furo[3,2-b]pyridin-7-yl-acetamide hydrochloride). Reactants: O1C=CC=2C1=NC=CC2NC(CNC(OC(C)(C)C)=O)=O (Tert-Butyl 2-(furo[2,3-b]pyridin-4-ylamino)-2-oxoethylcarbamate), Cl (hydrogen chloride), O1CCOCC1 (dioxane). Run in C(C)O (ethanol). Reactants: C(\C=C(/C)\CCC[C@H](C)CCC[C@H](C)CCCC(C)C)Cl (phytyl chloride), [Al] (aluminum), stannous chloride, C(C)(=O)OCC (ethyl acetate), [Al] (aluminum), CC1=C(C(=C2CCC(OC2=C1C)(C)CCCC(C)CCCC(C)CCCC(C)C)C)O (dl-α-tocopherol), CC1=C(C(=C2CCC(OC2=C1C)(C)CCCC(C)CCCC(C)CCCC(C)C)C)O (dl-α-tocopherol). Reaction conditions: temperature 80 celsius, time 3 hour. Yields the product CC1=C2C(=C(C(=C1C)OC(=O)C)C)CC[C@@](O2)(C)CCC[C@H](C)CCC[C@H](C)CCCC(C)C (dl-α-tocopheryl acetate). Isolated yield 95.3%. Reaction SMILES: C(Cl)/C=C(/CCC[C@@H](CCC[C@@H](CCCC(C)C)C)C)\C.[Al].[CH3:23][C:24]1[C:33]([CH3:34])=[C:32]2[C:27]([CH2:28][CH2:29][C:30]([CH2:36][CH2:37][CH2:38][CH:39]([CH2:41][CH2:42][CH2:43][CH:44]([CH2:46][CH2:47][CH2:48][CH:49]([CH3:51])[CH3:50])[CH3:45])[CH3:40])([CH3:35])[O:31]2)=[C:26]([CH3:52])[C:25]=1[OH:53].[C:54](OCC)(=[O:56])[CH3:55]>>[CH3:34][C:33]1[C:24]([CH3:23])=[C:25]([O:53][C:54]([CH3:55])=[O:56])[C:26]([CH3:52])=[C:27]2[CH2:28][CH2:29][C@:30]([CH2:36][CH2:37][CH2:38][C@@H:39]([CH2:41][CH2:42][CH2:43][C@@H:44]([CH2:46][CH2:47][CH2:48][CH:49]([CH3:51])[CH3:50])[CH3:45])[CH3:40])([CH3:35])[O:31][C:32]=12. Procedure: To a solution of 2.283 g of TMHQ and 6.013 g of phytyl chloride in 12.0 ml of ethyl acetate were added 0.075 g of metallic aluminum powder and 0.904 g of stannous chloride, and the mixture was agitated at 80° C. for 3 hours. At this stage, the metallic aluminum powder adhered to the walls of the reactor and the reaction mixture turned to reddish brown. The obtained dl-α-tocopherol was acetylated in the same manner as described in Comparative Example 1 without isolating said dl-α-tocopherol to pr... Starting materials: COC(CCCC1N(C(CC1)C1=CC=C(C=C1)F)S(=O)(=O)C1=CC=C(C=C1)C)=O ((2RS,5RS)-4-[5-(4-fluoro-phenyl)-1-(toluene-4-sulfonyl)-pyrrolidin-2-yl]-butyric acid methyl ester), [H-].[Al+3].[Li+].[H-].[H-].[H-] (lithium aluminum hydride). Run in C1CCOC1 (THF). Yields the product FC1=CC=C(C=C1)C1CCC(N1S(=O)(=O)C1=CC=C(C=C1)C)CCCCO ((2RS,5RS)-4-[5-(4-Fluoro-phenyl)-1-(toluene-4-sulfonyl)-pyrrolidin-2-yl]-butan-1-ol). Reaction SMILES: C[O:2][C:3](=O)[CH2:4][CH2:5][CH2:6][CH:7]1[CH2:11][CH2:10][CH:9]([C:12]2[CH:17]=[CH:16][C:15]([F:18])=[CH:14][CH:13]=2)[N:8]1[S:19]([C:22]1[CH:27]=[CH:26][C:25]([CH3:28])=[CH:24][CH:23]=1)(=[O:21])=[O:20].[H-].[Al+3].[Li+].[H-].[H-].[H-]>C1COCC1>[F:18][C:15]1[CH:14]=[CH:13][C:12]([CH:9]2[N:8]([S:19]([C:22]3[CH:23]=[CH:24][C:25]([CH3:28])=[CH:26][CH:27]=3)(=[O:21])=[O:20])[CH:7]([CH2:6][CH2:5][CH2:4][CH2:3][OH:2])[CH2:11][CH2:10]2)=[CH:17][CH:16]=1 |f:1.2.3.4.5.6|. Procedure details: Reduction of (2RS,5RS)-4-[5-(4-fluoro-phenyl)-1-(toluene-4-sulfonyl)-pyrrolidin-2-yl]-butyric acid methyl ester with lithium aluminum hydride (1.5 eq.) in THF at RT, aqueous work-up and purification by column chromatography yielded the title compound as a colorless oil, MS: m/e=392.2 (M+H+). The reactants are FC1=CC=C(C(=O)NC2CC3=CC=C(C=C3C2)[N+](=O)[O-])C=C1 (4-fluoro-N-(5-nitro-indan-2-yl)-benzamide). Reagents/catalysts: [Pd].[C] (Pd carbon). Run in C(C)O (ethanol). Yields the product NC=1C=C2CC(CC2=CC1)NC(C1=CC=C(C=C1)F)=O (N-(5-AMINO-INDAN-2-YL)-4-FLUOROBENZAMIDE). As a reaction SMILES: [F:1][C:2]1[CH:22]=[CH:21][C:5]([C:6]([NH:8][CH:9]2[CH2:17][C:16]3[C:11](=[CH:12][CH:13]=[C:14]([N+:18]([O-])=O)[CH:15]=3)[CH2:10]2)=[O:7])=[CH:4][CH:3]=1>C(O)C.[Pd].[C]>[NH2:18][C:14]1[CH:15]=[C:16]2[C:11](=[CH:12][CH:13]=1)[CH2:10][CH:9]([NH:8][C:6](=[O:7])[C:5]1[CH:21]=[CH:22][C:2]([F:1])=[CH:3][CH:4]=1)[CH2:17]2 |f:2.3|. Procedure: 1.20 g (4.0 mmol) 4-fluoro-N-(5-nitro-indan-2-yl)-benzamide were hydrogenated in 100 ml of ethanol on a Pd/carbon catalyst at RT. Reactants: C(C)(C)(C)OC(CCCCCCCCCCCCCCCCC(=O)O)=O (octadecanedioic acid mono-tert-butyl ester), TEA, C1=CC=C(C=C1)OP(=O)(N=[N+]=[N-])OC2=CC=CC=C2 (Diphenylphosphonic azide). Solvent: C(C)#N (Acetonitrile), C(C)#N (acetonitrile). Reaction conditions: time 16 hour. The product is C(C)(C)(C)OC(CCCCCCCCCCCCCCCCN)=O (17-Aminoheptadecanoic acid tert-butyl ester). Isolated yield 31.5%. RXN SMILES: [C:1]([O:5][C:6](=[O:26])[CH2:7][CH2:8][CH2:9][CH2:10][CH2:11][CH2:12][CH2:13][CH2:14][CH2:15][CH2:16][CH2:17][CH2:18][CH2:19][CH2:20][CH2:21][CH2:22]C(O)=O)([CH3:4])([CH3:3])[CH3:2].C1C=CC(OP(OC2C=CC=CC=2)([N:36]=[N+]=[N-])=O)=CC=1>C(#N)C>[C:1]([O:5][C:6](=[O:26])[CH2:7][CH2:8][CH2:9][CH2:10][CH2:11][CH2:12][CH2:13][CH2:14][CH2:15][CH2:16][CH2:17][CH2:18][CH2:19][CH2:20][CH2:21][CH2:22][NH2:36])([CH3:4])([CH3:3])[CH3:2]. Reported procedure: Acetonitrile (10 mL) was added to octadecanedioic acid mono-tert-butyl ester (500 mg, 1.3 mmol) and TEA (0.226 mL, 1.6 mmol) was added. Diphenylphosphonic azide (0.37 g, 1.3 mmol) was added in a solution of acetonitrile (1 mL). The mixture was stirred at reflux for 2 h, and at RT for 16 h. The reaction was concentrated under vacuum, and suspended/dissolved in 1:2, AcOEt:heptane (2 mL) and applied to a dry bed of silica (2×4 cm dia). It was eluated with 1:2 AcOEt:heptane (2 mL) and 1:1 AcOEt:hept...